Dataset: the Open Reaction Database (ORD), a public repository of structured organic reaction records. Task: describe an organic reaction: reactants, conditions, products, and yield Starting materials: CCOC(=O)c1cccnc1, C1CCOC1, CC(C)=O, Cl, [H-], [Na+]. Product: CC(=O)CC(=O)c1cccnc1. Reaction SMILES: [C:1]([c:2]1[cH:3][n:4][cH:5][cH:6][cH:7]1)([O:9][CH2:8][CH3:10])=[O:11].[CH2:19]1[O:20][CH2:21][CH2:22][CH2:23]1.[CH3:14][C:15]([CH3:16])=[O:17].[ClH:18].[H-:12].[Na+:13]>>[C:1]([c:2]1[cH:3][n:4][cH:5][cH:6][cH:7]1)(=[O:9])[CH2:14][C:15]([CH3:16])=[O:17]. Starting materials: CC(C)=O, [Na+], [OH-], O=Cc1ccc(O)cc1. Product: CC(=O)C=Cc1ccc(O)cc1. As a reaction SMILES: [CH3:10][C:11]([CH3:12])=[O:13].[Na+:15].[OH-:14].[OH:1][c:2]1[cH:3][cH:4][c:5]([CH:6]=[O:7])[cH:8][cH:9]1>>[OH:1][c:2]1[cH:3][cH:4][c:5]([CH:6]=[CH:10][C:11]([CH3:12])=[O:13])[cH:8][cH:9]1. The reactants are FC=1C=CC(=C(C1)C1=CC=C2C=C(N=CC2=C1)NC1=NC(=CC=C1)OC)C (7-(5-fluoro-2-methylphenyl)-N-(6-methoxypyridin-2-yl)isoquinolin-3-amine), C(C)(=O)O (acetic acid), Br (hydrogen bromide). Run at temperature 100 celsius, time 16 hour. Yields the product FC=1C=CC(=C(C1)C1=CC=C2C=C(N=CC2=C1)NC1=CC=CC(N1)=O)C (6-(7-(5-fluoro-2-methylphenyl)isoquinolin-3-ylamino)pyridin-2(1H)-one). Yield: 3.2%. Reaction SMILES: [F:1][C:2]1[CH:3]=[CH:4][C:5]([CH3:27])=[C:6]([C:8]2[CH:17]=[C:16]3[C:11]([CH:12]=[C:13]([NH:18][C:19]4[CH:24]=[CH:23][CH:22]=[C:21]([O:25]C)[N:20]=4)[N:14]=[CH:15]3)=[CH:10][CH:9]=2)[CH:7]=1.C(O)(=O)C.Br>>[F:1][C:2]1[CH:3]=[CH:4][C:5]([CH3:27])=[C:6]([C:8]2[CH:17]=[C:16]3[C:11]([CH:12]=[C:13]([NH:18][C:19]4[NH:20][C:21](=[O:25])[CH:22]=[CH:23][CH:24]=4)[N:14]=[CH:15]3)=[CH:10][CH:9]=2)[CH:7]=1. Procedure: To a solution of 7-(5-fluoro-2-methylphenyl)-N-(6-methoxypyridin-2-yl)isoquinolin-3-amine (80% pure, 175 mg, 0.390 mmol) in acetic acid (3 mL, 50 mmol) was added hydrogen bromide (2 mL, 20 mmol) (48% in acetic acid). The reaction mixture was stirred at 100° C. under nitrogen for 16 hours. The reaction mixture was cooled to room temperature and then evaporated in vacuo. The resulting residue was dissolved in dichloromethane, washed with saturated aqueous NaHCO3, dried over MgSO4, filtered, and ev... Starting materials: NC1=C2C(=NC=N1)N(N=C2C2=CC(=C(C=C2)NC(=O)C=2N(C1=CC=CC=C1C2)C)OC)[C@@H]2CC[C@H](CC2)N2CCN(CC2)C (trans-N2-(4-{4-amino-1-[4-(4-methylpiperazino)cyclohexyl]-1H-pyrazolo[3,4-d]pyrimidin-3-yl}-2-methoxyphenyl)-1-methyl-1H-2-indolecarboxamide), CS(=O)(=O)O (methane sulfonic acid). Run in C(C)(=O)OCC (ethyl acetate). Yields the product S(C)(=O)(=O)O.S(C)(=O)(=O)O.NC1=C2C(=NC=N1)N(N=C2C2=CC(=C(C=C2)NC(=O)C=2N(C1=CC=CC=C1C2)C)OC)[C@@H]2CC[C@H](CC2)N2CCN(CC2)C (trans-N2-(4-{4-amino-1-[4-(4-methylpiperazino)cyclohexyl]-1H-pyrazolo[3,4-d]pyrimidin-3-yl}-2-methoxyphenyl)-1-methyl-1H-2-indolecarboxamide di-mesylate). Yield: 108.2%. As a reaction SMILES: [NH2:1][C:2]1[N:7]=[CH:6][N:5]=[C:4]2[N:8]([C@H:32]3[CH2:37][CH2:36][C@H:35]([N:38]4[CH2:43][CH2:42][N:41]([CH3:44])[CH2:40][CH2:39]4)[CH2:34][CH2:33]3)[N:9]=[C:10]([C:11]3[CH:16]=[CH:15][C:14]([NH:17][C:18]([C:20]4[N:21]([CH3:29])[C:22]5[C:27]([CH:28]=4)=[CH:26][CH:25]=[CH:24][CH:23]=5)=[O:19])=[C:13]([O:30][CH3:31])[CH:12]=3)[C:3]=12.[CH3:45][S:46]([OH:49])(=[O:48])=[O:47]>C(OCC)(=O)C>[S:46]([OH:49])(=[O:48])(=[O:47])[CH3:45].[S:46]([OH:49])(=[O:48])(=[O:47])[CH3:45].[NH2:1][C:2]1[N:7]=[CH:6][N:5]=[C:4]2[N:8]([C@H:32]3[CH2:33][CH2:34][C@H:35]([N:38]4[CH2:43][CH2:42][N:41]([CH3:44])[CH2:40][CH2:39]4)[CH2:36][CH2:37]3)[N:9]=[C:10]([C:11]3[CH:16]=[CH:15][C:14]([NH:17][C:18]([C:20]4[N:21]([CH3:29])[C:22]5[C:27]([CH:28]=4)=[CH:26][CH:25]=[CH:24][CH:23]=5)=[O:19])=[C:13]([O:30][CH3:31])[CH:12]=3)[C:3]=12 |f:3.4.5|. Procedure details: A warmed solution of trans-N2-(4-{4-amino-1-[4-(4-methylpiperazino)cyclohexyl]-1H-pyrazolo[3,4-d]pyrimidin-3-yl}-2-methoxyphenyl)-1-methyl-1H-2-indolecarboxamide (0.072 g, 0.12 mmol) in ethyl acetate (20 mL) was treated with methane sulfonic acid (0.012 g, 0.12 mmol). A precipitate slowly formed and was filtered under a nitrogen atmosphere to give 0.051 g of trans-N2-(4-{4-amino-1-[4-(4-methylpiperazino)cyclohexyl]-1H-pyrazolo[3,4-d]pyrimidin-3-yl}-2-methoxyphenyl)-1-methyl-1H-2-indolecarboxamid...